Dataset: the Open Reaction Database (ORD), a public repository of structured organic reaction records. Task: describe an organic reaction: reactants, conditions, products, and yield Reactants: C1(=CC=C(C=C1)S(=O)(=O)OCC1=CC=CC=C1)C (benzyl para-toluene sulfonate), C(C1=CC=CC=C1)N(CC1=CC=CC=C1)CC1=CC=CC=C1 (tribenzylamine). Product: C1(=CC=C(C=C1)S(=O)(=O)[O-])C.C(C1=CC=CC=C1)[N+](CC1=CC=CC=C1)(CC1=CC=CC=C1)CC1=CC=CC=C1 (Tetrabenzyl ammonium para-toluene sulfonate). As a reaction SMILES: [C:1]1([CH3:18])[CH:6]=[CH:5][C:4]([S:7]([O:10][CH2:11][C:12]2[CH:17]=[CH:16][CH:15]=[CH:14][CH:13]=2)(=[O:9])=[O:8])=[CH:3][CH:2]=1.[CH2:19]([N:26]([CH2:34][C:35]1[CH:40]=[CH:39][CH:38]=[CH:37][CH:36]=1)[CH2:27][C:28]1[CH:33]=[CH:32][CH:31]=[CH:30][CH:29]=1)[C:20]1[CH:25]=[CH:24][CH:23]=[CH:22][CH:21]=1>>[C:1]1([CH3:18])[CH:2]=[CH:3][C:4]([S:7]([O-:10])(=[O:8])=[O:9])=[CH:5][CH:6]=1.[CH2:34]([N+:26]([CH2:11][C:12]1[CH:13]=[CH:14][CH:15]=[CH:16][CH:17]=1)([CH2:19][C:20]1[CH:25]=[CH:24][CH:23]=[CH:22][CH:21]=1)[CH2:27][C:28]1[CH:29]=[CH:30][CH:31]=[CH:32][CH:33]=1)[C:35]1[CH:36]=[CH:37][CH:38]=[CH:39][CH:40]=1 |f:2.3|. Procedure details: Tetrabenzyl ammonium para-toluene sulfonate is prepared from benzyl para-toluene sulfonate and tribenzylamine. Starting materials: P(=O)(O)(O)[O-].[K+] (potassium dihydrogen phosphate), C(C)(=O)O (acetic acid), CC1=CCCC(C1CCC(=O)C)(C)C (dihydro-α-ionone), 1.6, Cl[O-].[Na+] (sodium hypochlorite). The solvent is O (water), C(Cl)Cl (methylene chloride). The product is ClC1C(C(C(CC1)(C)C)CCC(C)=O)=C (4-(3-chloro-2-methylidene-6,6-dimethyl-cyclohex-1-yl)-butan-2-one). RXN SMILES: [CH3:1][C:2]1[CH:7]([CH2:8][CH2:9][C:10]([CH3:12])=[O:11])[C:6]([CH3:14])([CH3:13])[CH2:5][CH2:4][CH:3]=1.P([O-])(O)(O)=O.[K+].[Cl:21][O-].[Na+].C(O)(=O)C>C(Cl)Cl.O>[Cl:21][CH:3]1[CH2:4][CH2:5][C:6]([CH3:14])([CH3:13])[CH:7]([CH2:8][CH2:9][C:10](=[O:11])[CH3:12])[C:2]1=[CH2:1] |f:1.2,3.4|. Procedure: 388 g (2 mol) of dihydro-α-ionone was placed in 2.2 l of methylene chloride in a 10 l four-necked flask fitted with a stirrer, thermometer, condenser and dropping funnel. Then, 660 g (4.6 mol) of potassium dihydrogen phosphate dissolved in 3 l of water was added and the resulting emulsion was cooled in an ice bath. 1.6 (2.3 mol) of sodium hypochlorite solution (~12%) was added at about 10° within 1.5 hours and, after about 3 hours at 15°, a further 350 ml (0.5 mol) was added. The pH value of the... The reactants are C1COCCO1, CN1CCC(N(C)c2cccc(N)n2)CC1, O=C(Cl)c1c(F)cccc1F. Yields the product CN1CCC(N(C)c2cccc(NC(=O)c3c(F)cccc3F)n2)CC1, Cl. As a reaction SMILES: [CH2:28]1[O:29][CH2:30][CH2:31][O:32][CH2:33]1.[CH3:1][N:2]([c:3]1[n:4][c:5]([NH2:9])[cH:6][cH:7][cH:8]1)[CH:10]1[CH2:11][CH2:12][N:13]([CH3:16])[CH2:14][CH2:15]1.[F:17][c:18]1[c:19]([C:20](=[O:21])[Cl:22])[c:23]([F:27])[cH:24][cH:25][cH:26]1>>[CH3:1][N:2]([c:3]1[n:4][c:5]([NH:9][C:20]([c:19]2[c:18]([F:17])[cH:26][cH:25][cH:24][c:23]2[F:27])=[O:21])[cH:6][cH:7][cH:8]1)[CH:10]1[CH2:11][CH2:12][N:13]([CH3:16])[CH2:14][CH2:15]1.[ClH:22]. Reactants: C(C)(=O)C=1C=C(C(=C2CCCCC12)NC(=O)C(=O)OCC)[N+](=O)[O-] (8-acetyl-5-ethoxalylamino-1,2,3,4-tetrahydro-6-nitronaphthalene), CN(C=O)C (N,N-dimethylformamide). Reagents/catalysts: [Pt] (platinum on carbon). The solvent is C(C)O (ethanol). Yields the product C(C)(=O)C=1C2=C(C=3NC(C(N(C3C1)O)=O)=O)CCCC2 (6-Acetyl-7,8,9,10-tetrahydro-4-hydroxybenzo[f]quinoxaline-2,3(1H,4H)-dione). Yield: 72.9%. RXN SMILES: [C:1]([C:4]1[CH:5]=[C:6]([N+:22]([O-:24])=O)[C:7]([NH:14][C:15]([C:17](OCC)=[O:18])=[O:16])=[C:8]2[C:13]=1[CH2:12][CH2:11][CH2:10][CH2:9]2)(=[O:3])[CH3:2].CN(C)C=O>C(O)C.[Pt]>[C:1]([C:4]1[C:13]2[CH2:12][CH2:11][CH2:10][CH2:9][C:8]=2[C:7]2[NH:14][C:15](=[O:16])[C:17](=[O:18])[N:22]([OH:24])[C:6]=2[CH:5]=1)(=[O:3])[CH3:2]. Reported procedure: A solution of 8-acetyl-5-ethoxalylamino-1,2,3,4-tetrahydro-6-nitronaphthalene (0.67 g, 2 mmol) in 100 ml of ethanol was hydrogenated at room temperature and atmospheric pressure over 50 mg of 5% platinum on carbon for 1 h. Then 50 ml of N,N-dimethylformamide was added to dissolve the precipitated solid, and the catalyst was removed by filtration. The filtrate was concentrated and the residue was washed with 50 ml of ethanol to give 0.40 g (73%) of the title compound. M.p. >200° C. decomp. (DSC);... Starting materials: O (water), NC1=C(C(=NN1C)O)C1=CC2=C(OCO2)C=C1 (5-amino-4-(1,3-benzodioxol-5-yl)-1-methyl-1H-pyrazol-3-ol), BrCCOC(C)=O (2-bromoethylacetate), C([O-])([O-])=O.[Cs+].[Cs+] (caesium carbonate). Solvent: CN(C=O)C (dimethylformamide). Conditions: time 16 hour. Yields the product C(C)(=O)OCCOC1=NN(C(=C1C1=CC2=C(OCO2)C=C1)N)C (2-{[5-amino-4-(1,3-benzodioxol-5-yl)-1-methyl-1H-pyrazol-3-yl]oxy}ethyl acetate). Isolated yield 35.7%. Reaction SMILES: [NH2:1][C:2]1[N:6]([CH3:7])[N:5]=[C:4]([OH:8])[C:3]=1[C:9]1[CH:17]=[CH:16][C:12]2[O:13][CH2:14][O:15][C:11]=2[CH:10]=1.C(=O)([O-])[O-].[Cs+].[Cs+].Br[CH2:25][CH2:26][O:27][C:28](=[O:30])[CH3:29].O>CN(C)C=O>[C:28]([O:27][CH2:26][CH2:25][O:8][C:4]1[C:3]([C:9]2[CH:17]=[CH:16][C:12]3[O:13][CH2:14][O:15][C:11]=3[CH:10]=2)=[C:2]([NH2:1])[N:6]([CH3:7])[N:5]=1)(=[O:30])[CH3:29] |f:1.2.3|. Procedure details: 5-amino-4-(1,3-benzodioxol-5-yl)-1-methyl-1H-pyrazol-3-ol (Preparation 16) (11.39 g) was dissolved in dimethylformamide (40 mm), caesium carbonate (15.9 g) was added followed by 2-bromoethylacetate (8.16 g). The mixture was stirred at room temperature for 16 hours. The mixture was treated with water (750 ml) and extracted with ethyl acetate (2×250 ml). The organic fractions were combined washed with water (3×350 ml), brine (250 ml), dried over magnesium sulfate, filtered and evaporated. The crud... The reactants are C(Br)C1CO1 (epibromohydrin), OC1=C(C=CC=C1)NC(=O)N (N-(2-hydroxyphenyl)urea), C([O-])([O-])=O.[Cs+].[Cs+] (cesium carbonate). The solvent is CN(C)C=O (DMF), CN(C)C=O (DMF). Reaction conditions: time 8 hour. Yields the product O1C(C1)COC1=C(C=CC=C1)NC(=O)N (N-[2-(2-Oxiranylmethoxy)phenyl]urea). The yield is 31.5%. RXN SMILES: [CH2:1]([CH:3]1[O:5][CH2:4]1)Br.[OH:6][C:7]1[CH:12]=[CH:11][CH:10]=[CH:9][C:8]=1[NH:13][C:14]([NH2:16])=[O:15].C(=O)([O-])[O-].[Cs+].[Cs+]>CN(C=O)C>[O:5]1[CH2:4][CH:3]1[CH2:1][O:6][C:7]1[CH:12]=[CH:11][CH:10]=[CH:9][C:8]=1[NH:13][C:14]([NH2:16])=[O:15] |f:2.3.4|. Procedure: A solution of epibromohydrin (0.94 g, 6.84 mmol) in dry DMF (2 mL) was added dropwise to a stirred suspension of N-(2-hydroxyphenyl)urea (0.65 g, 4.27 mmol) and cesium carbonate (2.22 g, 6.84 mmol) in DMF (8 mL). After 2 hours the mixture was partitioned between water and ethyl acetate. The aqueous phase was extracted with ethyl acetate and the combined organic phase was washed with water (3 times), dried and concentrated. The semi-solid residue was disssolved in dichloromethane/ethyl ether, fil... The reactants are C=CCN, N#Cc1ccc(Oc2ccc([N+](=O)[O-])c(Oc3ccccc3)c2Cl)cc1, C1COCCO1. Product: C=CCNc1c([N+](=O)[O-])ccc(Oc2ccc(C#N)cc2)c1Cl. RXN SMILES: [CH2:27]([CH:28]=[CH2:29])[NH2:30].[Cl:1][c:2]1[c:3]([O:18][c:19]2[cH:20][cH:21][c:22]([C:25]#[N:26])[cH:23][cH:24]2)[cH:4][cH:5][c:6]([N+:15](=[O:16])[O-:17])[c:7]1[O:8][c:9]1[cH:10][cH:11][cH:12][cH:13][cH:14]1.[O:31]1[CH2:32][CH2:33][O:34][CH2:35][CH2:36]1>>[Cl:1][c:2]1[c:3]([O:18][c:19]2[cH:20][cH:21][c:22]([C:25]#[N:26])[cH:23][cH:24]2)[cH:4][cH:5][c:6]([N+:15](=[O:16])[O-:17])[c:7]1[NH:30][CH2:27][CH:28]=[CH2:29]. Reactants: C=C[Sn](CCCC)(CCCC)CCCC, Cn1ncc2cc(Cc3cnc4ccc(Cl)nn34)c(F)cc21, c1ccc(P(c2ccccc2)(c2ccccc2)[Pd](P(c2ccccc2)(c2ccccc2)c2ccccc2)(P(c2ccccc2)(c2ccccc2)c2ccccc2)P(c2ccccc2)(c2ccccc2)c2ccccc2)cc1. Yields the product C=Cc1ccc2ncc(Cc3cc4cnn(C)c4cc3F)n2n1. As a reaction SMILES: [CH2:23]([CH2:24][CH2:36][CH3:37])[Sn:25]([CH2:26][CH2:27][CH2:28][CH3:29])([CH2:30][CH2:31][CH2:32][CH3:33])[CH:34]=[CH2:35].[Cl:1][c:2]1[cH:3][cH:4][c:5]2[n:6]([n:7]1)[c:8]([CH2:11][c:12]1[cH:13][c:14]3[cH:15][n:16][n:17]([CH3:22])[c:18]3[cH:19][c:20]1[F:21])[cH:9][n:10]2.[cH:38]1[cH:39][cH:40][c:41]([P:42]([Pd:43]([P:44]([c:45]2[cH:46][cH:47][cH:48][cH:49][cH:50]2)([c:51]2[cH:52][cH:53][cH:54][cH:55][cH:56]2)[c:57]2[cH:58][cH:59][cH:60][cH:61][cH:62]2)([P:63]([c:64]2[cH:65][cH:66][cH:67][cH:68][cH:69]2)([c:70]2[cH:71][cH:72][cH:73][cH:74][cH:75]2)[c:76]2[cH:77][cH:78][cH:79][cH:80][cH:81]2)[P:82]([c:83]2[cH:84][cH:85][cH:86][cH:87][cH:88]2)([c:89]2[cH:90][cH:91][cH:92][cH:93][cH:94]2)[c:95]2[cH:96][cH:97][cH:98][cH:99][cH:100]2)([c:101]2[cH:102][cH:103][cH:104][cH:105][cH:106]2)[c:107]2[cH:108][cH:109][cH:110][cH:111][cH:112]2)[cH:113][cH:114]1>>[c:2]1([CH:23]=[CH2:24])[cH:3][cH:4][c:5]2[n:6]([n:7]1)[c:8]([CH2:11][c:12]1[cH:13][c:14]3[cH:15][n:16][n:17]([CH3:22])[c:18]3[cH:19][c:20]1[F:21])[cH:9][n:10]2. Starting materials: CCOC(=O)c1nc[nH]n1, COC(=O)c1cc(F)c(C(F)(F)F)cc1[N+](=O)[O-], CN1CCCC1=O, [H-], [Na+], O. Product: CCOC(=O)c1ncn(-c2cc(C(=O)OC)c([N+](=O)[O-])cc2C(F)(F)F)n1. RXN SMILES: [CH2:3]([CH3:4])[O:5][C:6](=[O:7])[c:8]1[n:9][nH:10][cH:11][n:12]1.[CH3:13][O:14][C:15]([c:16]1[c:17]([N+:27](=[O:28])[O-:29])[cH:18][c:19]([C:23]([F:24])([F:25])[F:26])[c:20]([F:22])[cH:21]1)=[O:30].[CH3:32][N:33]1[CH2:34][CH2:35][CH2:36][C:37]1=[O:38].[H-:1].[Na+:2].[OH2:31]>>[CH2:3]([CH3:4])[O:5][C:6](=[O:7])[c:8]1[n:9][n:10](-[c:20]2[c:19]([C:23]([F:24])([F:25])[F:26])[cH:18][c:17]([N+:27](=[O:28])[O-:29])[c:16]([C:15]([O:14][CH3:13])=[O:30])[cH:21]2)[cH:11][n:12]1. Starting materials: FC1=C(COC2=CC(NC=C2)=O)C=CC(=C1)F (4-(2,4-difluorobenzyloxy)pyridin-2(1H)-one), BrC=1C=CC2=C(N(C3=C2CN(CCC3)C(=O)OC(C)(C)C)C)N1 (tert-butyl 2-bromo-10-methyl-7,8,9,10-tetrahydropyrido[3′,2′:4,5]pyrrolo[3,2-c]azepine-6(5H)-carboxylate), OC=1C=CC=C2C=CC=NC12 (8-hydroxyquinoline), C(=O)([O-])[O-].[Cs+].[Cs+] (Cs2CO3), Cl (HCl). Reagents/catalysts: [Cu]I (CuI). The solvent is CS(=O)C (DMSO), CCOCC (Et2O), C(Cl)Cl (CH2Cl2). Conditions: temperature 135 celsius, time 24 hour. Product: Cl.FC1=C(COC2=CC(N(C=C2)C=2C=CC3=C(N(C4=C3CNCCC4)C)N2)=O)C=CC(=C1)F (4-(2,4-Difluorobenzyloxy)-1-(10-methyl-5,6,7,8,9,10-hexahydropyrido[3′,2′:4,5]pyrrolo[3,2-c]azepin-2-yl)pyridin-2(1H)-one hydrochloride). The yield is 35.0%. RXN SMILES: [F:1][C:2]1[CH:16]=[C:15]([F:17])[CH:14]=[CH:13][C:3]=1[CH2:4][O:5][C:6]1[CH:11]=[CH:10][NH:9][C:8](=[O:12])[CH:7]=1.Br[C:19]1[CH:20]=[CH:21][C:22]2[C:26]3[CH2:27][N:28](C(OC(C)(C)C)=O)[CH2:29][CH2:30][CH2:31][C:25]=3[N:24]([CH3:39])[C:23]=2[N:40]=1.OC1C=CC=C2C=1N=CC=C2.C([O-])([O-])=O.[Cs+].[Cs+].[ClH:58]>CS(C)=O.CCOCC.C(Cl)Cl.[Cu]I>[ClH:58].[F:1][C:2]1[CH:16]=[C:15]([F:17])[CH:14]=[CH:13][C:3]=1[CH2:4][O:5][C:6]1[CH:11]=[CH:10][N:9]([C:19]2[CH:20]=[CH:21][C:22]3[C:26]4[CH2:27][NH:28][CH2:29][CH2:30][CH2:31][C:25]=4[N:24]([CH3:39])[C:23]=3[N:40]=2)[C:8](=[O:12])[CH:7]=1 |f:3.4.5,11.12|. Procedure details: A suspension of 4-(2,4-difluorobenzyloxy)pyridin-2(1H)-one (68 mg, 0.29 mmol), tert-butyl 2-bromo-10-methyl-7,8,9,10-tetrahydropyrido[3′,2′:4,5]pyrrolo[3,2-c]azepine-6(5H)-carboxylate (120 mg, 0.316 mmol), CuI (65 mg, 0.34 mmol), 8-hydroxyquinoline (8 mg, 0.06 mmol) and Cs2CO3 (103 mg, 0.316 mmol) in DMSO (10 mL) was degassed under reduced pressure for 45 min. The suspension was put under N2 and stirred at 135° C. for 24 h. The suspension was cooled, 9:0.9:0.1 CH2Cl2/MeOH/NH4OH (10 mL) was added...